Dataset: the Open Reaction Database (ORD), a public repository of structured organic reaction records. Task: describe an organic reaction: reactants, conditions, products, and yield The reactants are ClC=1C=C(C=CC1Cl)[C@H](CC=O)[C@H]1N(C(C2=CC=CC=C12)=O)C ((3S)-3-(3,4-Dichlorophenyl)-3-((1R)-2-methyl-3-oxo-2,3-dihydro-1H-isoindol-1-yl)propionaldehyde), CS(=O)(=O)C1=C(C=CC=C1)C1CCNCC1 (4-(2-methylsulfonylphenyl)piperidine). Run in CO (methanol). Yields the product Cl.ClC=1C=C(C=CC1Cl)[C@H](CCN1CCC(CC1)C1=C(C=CC=C1)S(=O)(=O)C)[C@H]1N(C(C2=CC=CC=C12)=O)C ((3R)-3-[(1S)-1-(3,4-Dichlorophenyl)-3-(4-(2-methylsulfonylphenyl)piperidino)propyl]-2-methyl-2,3-dihydroisoindol-1-one hydrochloride). The yield is 124.8%. Reaction SMILES: [Cl:1][C:2]1[CH:3]=[C:4]([C@@H:9]([C@@H:13]2[C:21]3[C:16](=[CH:17][CH:18]=[CH:19][CH:20]=3)[C:15](=[O:22])[N:14]2[CH3:23])[CH2:10][CH:11]=O)[CH:5]=[CH:6][C:7]=1[Cl:8].[CH3:24][S:25]([C:28]1[CH:33]=[CH:32][CH:31]=[CH:30][C:29]=1[CH:34]1[CH2:39][CH2:38][NH:37][CH2:36][CH2:35]1)(=[O:27])=[O:26]>CO>[ClH:1].[Cl:1][C:2]1[CH:3]=[C:4]([C@@H:9]([C@@H:13]2[C:21]3[C:16](=[CH:17][CH:18]=[CH:19][CH:20]=3)[C:15](=[O:22])[N:14]2[CH3:23])[CH2:10][CH2:11][N:37]2[CH2:38][CH2:39][CH:34]([C:29]3[CH:30]=[CH:31][CH:32]=[CH:33][C:28]=3[S:25]([CH3:24])(=[O:27])=[O:26])[CH2:35][CH2:36]2)[CH:5]=[CH:6][C:7]=1[Cl:8] |f:3.4|. Procedure details: A solution of (3S)-3-(3,4-Dichlorophenyl)-3-((1R)-2-methyl-3-oxo-2,3-dihydro-1H-isoindol-1-yl)propionaldehyde (0.468 g) in methanol (10 mL) was treated with 4-(2-methylsulfonylphenyl)piperidine (0.3 g) as described in Example 8. The resulting material was not purified by chromatography but was transformed into the hydrochloride to afford the title compound (0.51 g); [α]D =21° (c=1.0 Ethanol); mp 190°-200° C. (dec); MS: m/z=571(M+1); NMR(CD3SOCD3): 1.99 (broad,2), 2.37 (broad,2), 3.35 (s,3), 3.60... Starting materials: C(C)C(=CC(CNC(=O)C=1C=NC=CC1)=NO)C(C)[N+](=O)[O-] (N-(4-ethyl-2-hydroxyimino-5-nitro-3-hexen-1-yl)-3-pyridinecarboxamide), ClC1=CC(=CC=C1)C(=O)OO (3-chloroperbenzoic acid), C(Cl)(Cl)Cl (chloroform). Solvent: CC(=O)C (acetone). Run at time 10 hour. Yields the product C(C)C(=CC(CNC(=O)C=1C=[N+](C=CC1)[O-])=NO)C(C)[N+](=O)[O-] (N-(4-ethyl-2-hydroxyimino-5-nitro-3-hexen-1-yl)-3-pyridinecarboxamide 1-oxide). As a reaction SMILES: [CH2:1]([C:3]([CH:18]([N+:20]([O-:22])=[O:21])[CH3:19])=[CH:4][C:5](=[N:16][OH:17])[CH2:6][NH:7][C:8]([C:10]1[CH:11]=[N:12][CH:13]=[CH:14][CH:15]=1)=[O:9])[CH3:2].ClC1C=CC=C(C(OO)=[O:31])C=1.C(Cl)(Cl)Cl>CC(C)=O>[CH2:1]([C:3]([CH:18]([N+:20]([O-:22])=[O:21])[CH3:19])=[CH:4][C:5](=[N:16][OH:17])[CH2:6][NH:7][C:8]([C:10]1[CH:11]=[N+:12]([O-:31])[CH:13]=[CH:14][CH:15]=1)=[O:9])[CH3:2]. Procedure details: A mixture of N-(4-ethyl-2-hydroxyimino-5-nitro-3-hexen-1-yl)-3-pyridinecarboxamide (306 mg), 3-chloroperbenzoic acid (323 mg), chloroform (15 ml) and acetone (40 ml) was stirred at room temperature for 10 hours. The resulting precipitates were collected and washed with acetone to give N-(4-ethyl-2-hydroxyimino-5-nitro-3-hexen-1-yl)-3-pyridinecarboxamide 1-oxide. Starting materials: [I-].C1(=CC=CC=C1)[S+](C1=CC=CC=C1)C1=CC=CC=C1 (triphenylsulfonium iodide), P(=O)(OC)(OC)OC (trimethyl phosphate). Run at temperature 130 celsius, time 3 hour. Yields the product COP(OC)=O.C1(=CC=CC=C1)[S+](C1=CC=CC=C1)C1=CC=CC=C1 (triphenylsulfonium dimethylphosphonate). Yield: 75.0%. Reaction SMILES: [I-].[C:2]1([S+:8]([C:15]2[CH:20]=[CH:19][CH:18]=[CH:17][CH:16]=2)[C:9]2[CH:14]=[CH:13][CH:12]=[CH:11][CH:10]=2)[CH:7]=[CH:6][CH:5]=[CH:4][CH:3]=1.[P:21](OC)([O:25][CH3:26])([O:23][CH3:24])=[O:22]>>[CH3:24][O:23][PH:21](=[O:22])[O:25][CH3:26].[C:15]1([S+:8]([C:2]2[CH:3]=[CH:4][CH:5]=[CH:6][CH:7]=2)[C:9]2[CH:14]=[CH:13][CH:12]=[CH:11][CH:10]=2)[CH:16]=[CH:17][CH:18]=[CH:19][CH:20]=1 |f:0.1,3.4|. Procedure: A mixture of triphenylsulfonium iodide (390 mg; 1 mmol) and trimethyl phosphate (1 g) was stirred at 130° C. for 3 hours. Subsequently, the homogenous solution was cooled, and the thus-obtained solid matter was washed with IPA, to thereby yield 280 mg of the target compound as white crystals (yield: 72.2%). The anion content of the resultant compound was determined by ion chromatography. The iodide anion content was determined to be not greater than 50 ppm. The reactants are N1C(=CC2=CC=CC=C12)C(=O)OCC1=CC=CC=C1 (benzyl indole-2-carboxlate), suspension, [OH-].[Na+].[H-].[Na+] (NaOH NaH), BrCC(=O)OC (methyl bromoacetate), ice water. Solvent: CN(C=O)C (dimethylformamide), CN(C=O)C (dimethylformamide). Conditions: time 12 hour. Product: COC(=O)CC1=C(NC2=CC=CC=C12)C(=O)OCC1=CC=CC=C1 (Benzyl (1-methoxycarbonylmethyl)indole-2-carboxylate). As a reaction SMILES: [NH:1]1[C:9]2[C:4](=[CH:5][CH:6]=[CH:7][CH:8]=2)[CH:3]=[C:2]1[C:10]([O:12][CH2:13][C:14]1[CH:19]=[CH:18][CH:17]=[CH:16][CH:15]=1)=[O:11].[OH-].[Na+].[H-].[Na+].Br[CH2:25][C:26]([O:28][CH3:29])=[O:27]>CN(C)C=O>[CH3:29][O:28][C:26]([CH2:25][C:3]1[C:4]2[C:9](=[CH:8][CH:7]=[CH:6][CH:5]=2)[NH:1][C:2]=1[C:10]([O:12][CH2:13][C:14]1[CH:19]=[CH:18][CH:17]=[CH:16][CH:15]=1)=[O:11])=[O:27] |f:1.2.3.4|. Procedure: 5 g of benzyl indole-2-carboxlate in solution in 20 ml of dimethylformamide are introduced slowly into 30 ml of a suspension of 1 g of NaOH NaH in 30 ml of dimethylformamide and 3.1 g of methyl bromoacetate are then introduced. After 12 hours at ambient temperature, with stirring, the mixture is poured into a volume of ice-water and then extracted with ethyl acetate. The dried organic phase is concentrated and the residue is recrystallised from aqueous ethanol (95%, V/V). m.p.=94° C.; yield 87%. Reactants: [Sn](Cl)Cl (Tin (II) chloride), C(CCC)[Li] (Butyl lithium), BrC1=CC=2C(C3=CC=C(C=C3C(C2C=C1)=O)Br)=O (2,6-dibromoanthraquinone), C[Si](C)(C)C#C (Trimethylsilylacetylene). Solvent: Cl (HCl), O (DI water), C1CCOC1 (THF), CCCCCC (hexane). Conditions: time 2 hour. The product is BrC1=CC2=C(C3=CC=C(C=C3C(=C2C=C1)C#C[Si](C)(C)C)Br)C#C[Si](C)(C)C (2,6-dibromo-9,10-bis[(trimethylsilyl)ethynyl]-anthracene). Yield: 83.6%. RXN SMILES: [CH3:1][Si:2]([C:5]#[CH:6])([CH3:4])[CH3:3].C([Li])C[CH2:9][CH3:10].[Br:12][C:13]1[CH:26]=[CH:25][C:24]2[C:23](=O)[C:22]3[C:17](=[CH:18][CH:19]=[C:20]([Br:28])[CH:21]=3)[C:16](=O)[C:15]=2[CH:14]=1.[Sn](Cl)Cl>C1COCC1.Cl.O.CCCCCC>[Br:12][C:13]1[CH:26]=[CH:25][C:24]2[C:15](=[C:16]([C:10]#[C:9][Si:2]([CH3:4])([CH3:3])[CH3:1])[C:17]3[C:22]([C:23]=2[C:6]#[C:5][Si:2]([CH3:4])([CH3:3])[CH3:1])=[CH:21][C:20]([Br:28])=[CH:19][CH:18]=3)[CH:14]=1. Procedure: Trimethylsilylacetylene (13.51 g, 137.5 mmol) and dry hexane (300 mL) were charged to an oven-dried round bottom flask (1 L) under dry nitrogen. Butyl lithium (2.7 M in hexane, 46.3 mL, 125.1 mmol) was added dropwise under dry nitrogen through a syringe with water bath cooling. A white precipitate appeared immediately. The mixture was stirred at room temperature for 2 hours. It was then added to a suspension of 2,6-dibromoanthraquinone (18.30 g, 50.0 mmol) in dry THF (600 mL) under dry nitrogen....